From a dataset of the Open Reaction Database (ORD), a public repository of structured organic reaction records. describe an organic reaction: reactants, conditions, products, and yield The reactants are O=C(Cl)C(Cl)(Cl)Cl, O=C(c1ccccc1)c1cc([N+](=O)[O-])ccc1NCC(F)(F)F. The product is O=C(c1ccccc1)c1cc([N+](=O)[O-])ccc1N(CC(F)(F)F)C(=O)C(Cl)(Cl)Cl. RXN SMILES: [Cl:24][C:25]([C:26](=[O:27])[Cl:28])([Cl:29])[Cl:30].[F:1][C:2]([CH2:3][NH:4][c:5]1[c:6]([C:7](=[O:8])[c:9]2[cH:10][cH:11][cH:12][cH:13][cH:14]2)[cH:15][c:16]([N+:19](=[O:20])[O-:21])[cH:17][cH:18]1)([F:22])[F:23]>>[F:1][C:2]([CH2:3][N:4]([c:5]1[c:6]([C:7](=[O:8])[c:9]2[cH:10][cH:11][cH:12][cH:13][cH:14]2)[cH:15][c:16]([N+:19](=[O:20])[O-:21])[cH:17][cH:18]1)[C:26]([C:25]([Cl:24])([Cl:29])[Cl:30])=[O:27])([F:22])[F:23]. Starting materials: ice water, ClC(=O)OCC(Cl)(Cl)Cl (2,2,2-trichloroethyl chloroformate), CN1C[C@H]2C3=C(C(C[C@H]2CC1)=O)C(=CC(=C3)C)C ((+)-cis-2,7,9-trimethyl-1,3,4,4a,5,10b-hexahydro-2H-benzo[h]isoquinolin-6-one), C(=O)([O-])[O-].[K+].[K+] (K2CO3). Solvent: C1(=CC=CC=C1)C (toluene). The product is CC1=CC(=CC2=C1C(CC1CCN(CC21)C(=O)OCC(Cl)(Cl)Cl)=O)C (2,2,2-trichloroethyl 7,9-dimethyl-6-oxo-3,4,4a,5,6,10b-hexahydro-1H-benzo[h]isoquinoline-2-carboxylate). Isolated yield 97.3%. As a reaction SMILES: Cl[C:2]([O:4][CH2:5][C:6]([Cl:9])([Cl:8])[Cl:7])=[O:3].C[N:11]1[CH2:20][CH2:19][C@H:18]2[C@H:13]([C:14]3[CH:25]=[C:24]([CH3:26])[CH:23]=[C:22]([CH3:27])[C:15]=3[C:16](=[O:21])[CH2:17]2)[CH2:12]1.C([O-])([O-])=O.[K+].[K+]>C1(C)C=CC=CC=1>[CH3:27][C:22]1[C:15]2[C:16](=[O:21])[CH2:17][CH:18]3[CH:13]([C:14]=2[CH:25]=[C:24]([CH3:26])[CH:23]=1)[CH2:12][N:11]([C:2]([O:4][CH2:5][C:6]([Cl:9])([Cl:8])[Cl:7])=[O:3])[CH2:20][CH2:19]3 |f:2.3.4|. Procedure: a 2.1) 0.76 ml (5.65 mmol) of 2,2,2-trichloroethyl chloroformate was added at 1000 to a suspension of 500 mg (2.26 mmol) of (+)-cis-2,7,9-trimethyl-1,3,4,4a,5,10b-hexahydro-2H-benzo[h]isoquinolin-6-one and 120 mg of K2CO3 in 20 ml of toluene and the mixture was heated at reflux for 16 hours. Subsequently, the solution was cooled to room temperature and poured on to 40 ml of ice-water. The aqueous phase was extracted twice with 50 ml of ethyl acetate, dried (MgSO4), filtered and evaporated. Chrom... The reactants are O=C1N(C(C=2N=C(NC2N1CCC)C1=CC=C(/C=C/C(=O)OCC)C=C1)=O)CCC (ethyl (E)-4-(1,2,3,6-tetrahydro-2,6-dioxo-1,3-dipropyl-9H-purin-8-yl)cinnamate), BrC(C(=O)[O-])(C)Br (dibromopropionate), [OH-].[K+] (potassium hydroxide). Run in O (water). The product is O=C1N(C(C=2N=C(NC2N1CCC)C1=CC=C(C=C1)C#CC(=O)O)=O)CCC (3-[4-(1,2,3,6-tetrahydro-2,6-dioxo-1,3-dipropyl-9H-purin-8-yl) phenyl]Propiolic acid), hemihydrate. Reaction SMILES: BrC(Br)(C)C([O-])=O.[OH-].[K+].[O:10]=[C:11]1[N:19]([CH2:20][CH2:21][CH3:22])[C:18]2[NH:17][C:16]([C:23]3[CH:35]=[CH:34][C:26](/[CH:27]=[CH:28]/[C:29]([O:31]CC)=[O:30])=[CH:25][CH:24]=3)=[N:15][C:14]=2[C:13](=[O:36])[N:12]1[CH2:37][CH2:38][CH3:39]>O>[O:10]=[C:11]1[N:19]([CH2:20][CH2:21][CH3:22])[C:18]2[NH:17][C:16]([C:23]3[CH:35]=[CH:34][C:26]([C:27]#[C:28][C:29]([OH:31])=[O:30])=[CH:25][CH:24]=3)=[N:15][C:14]=2[C:13](=[O:36])[N:12]1[CH2:37][CH2:38][CH3:39] |f:1.2|. Procedure details: A suspension of the above dibromopropionate (3.00 g, 5.26 mmol) in an anhydrous ethanolic solution (150 ml) of potassium hydroxide (1.5 g, 26 mmol) was refluxed for 21 hours, then diluted over 3 hours with water (250 ml) as the ethanol was allowed to evaporate. The cooled solution was treated with 1N HCl until a precipitate formed (pH 10) which was extracted with methylene chloride (100 ml). The aqueous phase was made strongly acidic with 1N HCl. The thick precipitate was filtered and dried to y... Reactants: C1(=C(C(=CC=C1)C(=O)OC)C(=O)OC)C1=CC=CC=C1 (dimethyl [1,1′-biphenyl]-2,3-dicarboxylate), O.NN (hydrazine hydrate), Cl (HCl). Product: C1(=CC=CC=C1)C1=C2C(=NN=C(C2=CC=C1)O)O (5-phenylphthalazine-1,4-diol). Yield: 85.1%. RXN SMILES: [C:1]1([C:15]2[CH:20]=[CH:19][CH:18]=[CH:17][CH:16]=2)[CH:6]=[CH:5][CH:4]=[C:3]([C:7](OC)=[O:8])[C:2]=1[C:11](OC)=[O:12].O.[NH2:22][NH2:23].Cl>>[C:15]1([C:1]2[CH:6]=[CH:5][CH:4]=[C:3]3[C:2]=2[C:11]([OH:12])=[N:22][N:23]=[C:7]3[OH:8])[CH:20]=[CH:19][CH:18]=[CH:17][CH:16]=1 |f:1.2|. Reported procedure: A solution of dimethyl [1,1′-biphenyl]-2,3-dicarboxylate (0.600 g, 2.22 mmol) in hydrazine hydrate (5.00 mL, 159 mmol) was heated in a sealed tube at 100° C. for 16 h. The reaction mixture was acidified to pH˜3 with 1.5N HCl. The resulting precipitate was filtered, washed with water (3×50 mL) and hexanes (2×50 mL). The precipitate was dried under vacuum to yield 5-phenylphthalazine-1,4-diol (0.450 g, 85.0%) as an off-white solid. LCMS (Condition 11): retention time 0.76 min, [M+1]=239.4. 1H NMR ... Reactants: CO, CSc1nncc(-c2ccccc2F)n1, NN, C1CCOC1. The product is NNc1nncc(-c2ccccc2F)n1. RXN SMILES: [CH3:23][OH:24].[F:1][c:2]1[c:3](-[c:8]2[n:9][c:10]([S:14][CH3:15])[n:11][n:12][cH:13]2)[cH:4][cH:5][cH:6][cH:7]1.[NH2:16][NH2:17].[O:18]1[CH2:19][CH2:20][CH2:21][CH2:22]1>>[F:1][c:2]1[c:3](-[c:8]2[n:9][c:10]([NH:16][NH2:17])[n:11][n:12][cH:13]2)[cH:4][cH:5][cH:6][cH:7]1. Starting materials: Brc1c[nH]cn1, FC(F)(F)c1cc(-c2ccc(Cl)cc2)nc(Cl)n1. Yields the product FC(F)(F)c1cc(-c2ccc(Cl)cc2)nc(-n2cnc(Br)c2)n1. Reaction SMILES: [Br:19][c:20]1[n:21][cH:22][nH:23][cH:24]1.[Cl:1][c:2]1[n:3][c:4]([C:15]([F:16])([F:17])[F:18])[cH:5][c:6](-[c:8]2[cH:9][cH:10][c:11]([Cl:14])[cH:12][cH:13]2)[n:7]1>>[c:2]1(-[n:23]2[cH:22][n:21][c:20]([Br:19])[cH:24]2)[n:3][c:4]([C:15]([F:16])([F:17])[F:18])[cH:5][c:6](-[c:8]2[cH:9][cH:10][c:11]([Cl:14])[cH:12][cH:13]2)[n:7]1. Reactants: Cc1cc2ccccc2c(Oc2ccc(C=O)cc2)c1-c1ccccc1, CCOC(=O)CP(=O)(OCC)OCC, [Li]CCCC. The product is CCOC(=O)C=Cc1ccc(Oc2c(-c3ccccc3)c(C)cc3ccccc23)cc1. Reaction SMILES: [CH3:1][c:2]1[c:3](-[c:21]2[cH:22][cH:23][cH:24][cH:25][cH:26]2)[c:4]([O:12][c:13]2[cH:14][cH:15][c:16]([CH:17]=[O:18])[cH:19][cH:20]2)[c:5]2[cH:6][cH:7][cH:8][cH:9][c:10]2[cH:11]1.[CH3:27][CH2:28][O:29][C:30](=[O:31])[CH2:32][P:33]([O:34][CH2:35][CH3:36])([O:37][CH2:38][CH3:39])=[O:40].[CH3:41][CH2:42][CH2:43][CH2:44][Li:45]>>[CH3:1][c:2]1[c:3](-[c:21]2[cH:22][cH:23][cH:24][cH:25][cH:26]2)[c:4]([O:12][c:13]2[cH:14][cH:15][c:16]([CH:17]=[CH:32][C:30]([O:29][CH2:28][CH3:27])=[O:31])[cH:19][cH:20]2)[c:5]2[cH:6][cH:7][cH:8][cH:9][c:10]2[cH:11]1. Reagents/catalysts: [Pd] (Pd on carbon). Yield: 96.3%. The solvent is CO (methanol). Starting materials: [N+](=O)([O-])C=1C=C(C=CC1)C1=NNC=C1 (3-(3-nitrophenyl)-1H-pyrazole). RXN SMILES: [N+:1]([C:4]1[CH:5]=[C:6]([C:10]2[CH:14]=[CH:13][NH:12][N:11]=2)[CH:7]=[CH:8][CH:9]=1)([O-])=O>CO.[Pd]>[NH:12]1[CH:13]=[CH:14][C:10]([C:6]2[CH:5]=[C:4]([NH2:1])[CH:9]=[CH:8][CH:7]=2)=[N:11]1. Reported procedure: To a solution of 3-(3-nitrophenyl)-1H-pyrazole 12.A (490 mg, 2.59 mmol, available from Oakwood) in methanol (5 mL) was added 10% Pd on carbon by weight (100 mg). The air was evacuated from the reaction flask and was replaced with hydrogen. The resulting slurry was stirred overnight at room temperature. The reaction mixture was filtered, and the mother liquor condensed to afford 3-(1H-pyrazol-3-yl)benzenamine 12.B (397 mg, 96% yield). Reaction conditions: time 8 hour. Product: N1N=C(C=C1)C=1C=C(C=CC1)N (3-(1H-pyrazol-3-yl)benzenamine).